The task is: describe an organic reaction: reactants, conditions, products, and yield. This data is from the Open Reaction Database (ORD), a public repository of structured organic reaction records. Reactants: [Na] (sodium), ( 88 ), CC1=CC=C(C=O)C=C1 (4-methylbenzaldehyde), C(=O)C=1C=CC(=C(C1)S(=O)(=O)O)C (5-formyl-2-methylbenzenesulphonic acid), bis-stilbene, OS(=O)(=O)O.O=S(=O)=O (oleum). Yields the product COC1=CC=C(C=O)C=C1 (4-methoxybenzaldehyde). RXN SMILES: [Na].[CH:2]([C:4]1[CH:5]=[CH:6][C:7](C)=[C:8](S(O)(=O)=O)[CH:9]=1)=[O:3].CC1C=CC([CH:20]=[O:21])=CC=1.OS(O)(=O)=O.O=S(=O)=O>>[CH3:20][O:21][C:7]1[CH:6]=[CH:5][C:4]([CH:2]=[O:3])=[CH:9][CH:8]=1 |f:3.4,^1:0|. Procedure details: The sodium salt of 5-formyl-2-methylbenzenesulphonic acid used as starting material for the bis-stilbene compound of the formula (88) is obtained by sulphonating 4-methylbenzaldehyde with oleum containing 66% of SO3 and purification via the barium salt. In a similar manner the sodium salt of 5-formyl-2methoxybenzenesulphonic acid, used as starting material for the bis-stilbene compound of the formula (89), is obtained from 4-methoxybenzaldehyde. ##SPC61## Reactants: C([O-])(O)=O.[Na+] (sodium bicarbonate), Cl.NC(C#N)C1=CC=CC=C1 (α-aminophenylacetonitrile hydrochloride), C(=O)(OCC1C2=CC=CC=C2C2=CC=CC=C12)N=C=S (Fmoc-isothiocyanate), C(C)N(C(C)C)C(C)C (ethyldiisopropylamine). The solvent is C(Cl)Cl (DCM). Run at time 3 hour. Product: NC1=C(N=C(S1)NC(=O)OCC1C2=CC=CC=C2C2=CC=CC=C12)C1=CC=CC=C1 (5-amino-2-(Fmoc-amino)-4-phenylthiazole). The yield is 48.0%. RXN SMILES: Cl.[NH2:2][CH:3]([C:6]1[CH:11]=[CH:10][CH:9]=[CH:8][CH:7]=1)[C:4]#[N:5].[C:12]([N:29]=[C:30]=[S:31])([O:14][CH2:15][CH:16]1[C:28]2[C:23](=[CH:24][CH:25]=[CH:26][CH:27]=2)[C:22]2[C:17]1=[CH:18][CH:19]=[CH:20][CH:21]=2)=[O:13].C(N(C(C)C)C(C)C)C.C(=O)(O)[O-].[Na+]>C(Cl)Cl>[NH2:5][C:4]1[S:31][C:30]([NH:29][C:12]([O:14][CH2:15][CH:16]2[C:17]3[C:22](=[CH:21][CH:20]=[CH:19][CH:18]=3)[C:23]3[C:28]2=[CH:27][CH:26]=[CH:25][CH:24]=3)=[O:13])=[N:2][C:3]=1[C:6]1[CH:11]=[CH:10][CH:9]=[CH:8][CH:7]=1 |f:0.1,4.5|. Procedure details: A suspension of α-aminophenylacetonitrile hydrochloride (3.19 g, 18.9 mmol) and Fmoc-isothiocyanate (5.31 g, 18.9 mmol) in DCM was treated with ethyldiisopropylamine (3.62 ml, 20.8 mmol) at 0° C. for 1 hr and then at ambient temperature for 3 hr. The mixture was poured into saturated aqueous sodium bicarbonate and extracted three times into ethyl acetate. The combined organic phases were washed with water and brine, and dried over sodium sulfate and concentrated in vacuo. Flash chromatography on... Starting materials: ClC1=C(C=CC2=C1C(N1[C@H](C=3N2C=NC3C(N)=NO)CC1)=O)F ((S)-8-chloro-7-fluoro-12,12a-dihydro-9-oxo-9H,11H-azeto[2,1-c]imidazo[1,5-a][1,4]benzodiazepine-1-carboxamidoxime), CN(CC(=O)O)C (N,N-dimethylglycine), C(=O)=O (CO2), C(=O)(N1C=NC=C1)N1C=NC=C1 (1,1'-carbonyldiimidazole). Solvent: CN(C=O)C (N,N-dimethylformamide). Reaction conditions: time 3.5 hour. Product: ClC1=C(C=CC2=C1C(N1[C@H](C=3N2C=NC3C3=NOC(=N3)CN(C)C)CC1)=O)F ((S)-8-chloro-7-fluoro-12,12a-dihydro-1-[5-(dimethylaminomethyl)-1,2,4-oxadiazol-3-yl]-9H,11H- azeto[2,1-c]imidazo[1,5-a][1,4]benzodiazepin-9-one). The yield is 24.3%. As a reaction SMILES: [CH3:1][N:2]([CH3:7])[CH2:3][C:4](O)=[O:5].C(N1C=CN=C1)(N1C=CN=C1)=O.C(=O)=O.[Cl:23][C:24]1[C:29]2[C:30](=[O:44])[N:31]3[CH2:43][CH2:42][C@H:32]3[C:33]3[N:34]([CH:35]=[N:36][C:37]=3[C:38](=[N:40]O)[NH2:39])[C:28]=2[CH:27]=[CH:26][C:25]=1[F:45]>CN(C)C=O>[Cl:23][C:24]1[C:29]2[C:30](=[O:44])[N:31]3[CH2:43][CH2:42][C@H:32]3[C:33]3[N:34]([CH:35]=[N:36][C:37]=3[C:38]3[N:40]=[C:4]([CH2:3][N:2]([CH3:7])[CH3:1])[O:5][N:39]=3)[C:28]=2[CH:27]=[CH:26][C:25]=1[F:45]. Reported procedure: 1.24 g (12 mmol) of N,N-dimethylglycine were dissolved in 20 ml of N,N-dimethylformamide and treated portionwise with 2.43 g (15 mmol) of 1,1'-carbonyldiimidazole. After completion of the CO2 evolution the solution was stirred at 70° for 30'. Then, 3.35 g (10 mmol) of (S)-8-chloro-7-fluoro-12,12a-dihydro-9-oxo-9H,11H-azeto[2,1-c]imidazo[1,5-a][1,4]benzodiazepine-1-carboxamidoxime were added and the mixture was stirred at 90° for 3.5 hours. By evaporation of the solution, chromatography of the re... The reactants are COC(C1=C(C(=CC=C1)O)N(S(=O)(=O)C1=CC=C(C=C1)OC)CC1=CC=CC=C1)=O (2-[Benzyl-(4-methoxy-benzenesulfonyl)-amino]-3-hydroxy-benzoic acid methyl ester), suspension, [H-].[Na+] (sodium hydride), C(C)(C)(C)OC(CBr)=O (t-butylbromoacetate). The solvent is CN(C)C=O (DMF), CCOCC (ether). Conditions: time 0.5 hour. Yields the product COC(C1=C(C(=CC=C1)OCC(=O)OC(C)(C)C)N(S(=O)(=O)C1=CC=C(C=C1)OC)CC1=CC=CC=C1)=O (2-[Benzyl-(4-methoxy-benzenesulfonyl)-amino]-3-tert-butoxycarbonylmethoxy-benzoic acid methyl ester). The yield is 83.1%. As a reaction SMILES: [CH3:1][O:2][C:3](=[O:30])[C:4]1[CH:9]=[CH:8][CH:7]=[C:6]([OH:10])[C:5]=1[N:11]([CH2:23][C:24]1[CH:29]=[CH:28][CH:27]=[CH:26][CH:25]=1)[S:12]([C:15]1[CH:20]=[CH:19][C:18]([O:21][CH3:22])=[CH:17][CH:16]=1)(=[O:14])=[O:13].[H-].[Na+].[C:33]([O:37][C:38](=[O:41])[CH2:39]Br)([CH3:36])([CH3:35])[CH3:34]>CN(C=O)C.CCOCC>[CH3:1][O:2][C:3](=[O:30])[C:4]1[CH:9]=[CH:8][CH:7]=[C:6]([O:10][CH2:39][C:38]([O:37][C:33]([CH3:36])([CH3:35])[CH3:34])=[O:41])[C:5]=1[N:11]([CH2:23][C:24]1[CH:29]=[CH:28][CH:27]=[CH:26][CH:25]=1)[S:12]([C:15]1[CH:20]=[CH:19][C:18]([O:21][CH3:22])=[CH:17][CH:16]=1)(=[O:13])=[O:14] |f:1.2|. Procedure: To a solution of 0.40 g (0.94 mmol) of the product of Example 37 in 10 mL of DMF was added 0.047 g (1.171 mmol) of a 60% suspension of sodium hydride in minena oil. The resulting mixture was stirred at room temperature for 0.5 h and then 0.277 mL (1.873 mmol) of t-butylbromoacetate was added in one portion. Th reaction mixture was stirred for an additional 18 h and then diluted with ether, washed with water and brine, dried over MgSO4, filtered and concentrated in vacuo. The residue was triturat... Starting materials: BrC1=CC(=C(C=C1)C1C2=C(NC(CS1)=O)N(N=C2C2=NC=CC=C2)C)C (4-(4-bromo-2-methyl-phenyl)-1-methyl-3-(2-pyridyl)-4,8-dihydropyrazolo[3,4-e][1,4]thiazepin-7-one), B.C1CCOC1 (borane THF), [OH-].[Na+] (NaOH), Cl (HCl). Solvent: C1CCOC1 (THF). Conditions: time 8 hour. Yields the product BrC1=CC(=C(C=C1)C1C2=C(NCCS1)N(N=C2C2=NC=CC=C2)C)C (4-(4-bromo-2-methyl-phenyl)-1-methyl-3-(2-pyridyl)-4,6,7,8-tetrahydropyrazolo[3,4-e]-[1,4]thiazepine). Yield: 73.5%. Reaction SMILES: [Br:1][C:2]1[CH:7]=[CH:6][C:5]([CH:8]2[S:14][CH2:13][C:12](=O)[NH:11][C:10]3[N:16]([CH3:25])[N:17]=[C:18]([C:19]4[CH:24]=[CH:23][CH:22]=[CH:21][N:20]=4)[C:9]2=3)=[C:4]([CH3:26])[CH:3]=1.B.C1COCC1.Cl.[OH-].[Na+]>C1COCC1>[Br:1][C:2]1[CH:7]=[CH:6][C:5]([CH:8]2[S:14][CH2:13][CH2:12][NH:11][C:10]3[N:16]([CH3:25])[N:17]=[C:18]([C:19]4[CH:24]=[CH:23][CH:22]=[CH:21][N:20]=4)[C:9]2=3)=[C:4]([CH3:26])[CH:3]=1 |f:1.2,4.5|. Procedure details: To a solution of 4-(4-bromo-2-methyl-phenyl)-1-methyl-3-(2-pyridyl)-4,8-dihydropyrazolo[3,4-e][1,4]thiazepin-7-one (2.92 g, 6.8 mmol) in anhydrous THF (50 mL) was added a solution of borane THF complex (27.2 mL, 1M in THF, 27.2 mmol, Acros) at about 0° C. Subsequently, the mixture was stirred at rt, overnight. After cooling to about 0° C., HCl (5 M aq, 20 mL) was added dropwise and the mixture was stirred for about 30 min at rt, then the solution was brought to about pH=7 with 2 M aq NaOH, at ab...